From a dataset of the Open Reaction Database (ORD), a public repository of structured organic reaction records. describe an organic reaction: reactants, conditions, products, and yield The reactants are FC1=CC=C(CNC)C=C1 (4-fluoro-N-methylbenzylamine), [O-]S(=O)(=O)C(F)(F)F.N1(C=NC=C1)S(=O)(=O)N1C=[N+](C=C1)C (3-(imidazole-1-sulfonyl)-1-methyl-3H-imidazol-1-ium triflate). Solvent: C(C)#N (acetonitrile). Reaction conditions: time 5 day. Yields the product FC1=CC=C(CN(S(=O)(=O)N2C=NC=C2)C)C=C1 (Imidazole-1-sulfonic acid (4-fluoro-benzyl)-methyl-amide). Isolated yield 39.8%. RXN SMILES: [F:1][C:2]1[CH:10]=[CH:9][C:5]([CH2:6][NH:7][CH3:8])=[CH:4][CH:3]=1.[O-]S(C(F)(F)F)(=O)=O.[N:19]1([S:24](N2C=C[N+](C)=C2)(=[O:26])=[O:25])[CH:23]=[CH:22][N:21]=[CH:20]1>C(#N)C>[F:1][C:2]1[CH:10]=[CH:9][C:5]([CH2:6][N:7]([CH3:8])[S:24]([N:19]2[CH:23]=[CH:22][N:21]=[CH:20]2)(=[O:26])=[O:25])=[CH:4][CH:3]=1 |f:1.2|. Reported procedure: A solution of 4-fluoro-N-methylbenzylamine (420 μL, 3.19 mmol) in acetonitrile (10 mL) was treated with 3-(imidazole-1-sulfonyl)-1-methyl-3H-imidazol-1-ium triflate (1.50 g, 4.14 mmol) and stirred at ambient temperature for 5 days. The mixture was concentrated under vacuum and purified by silica gel chromatography to afford the title compound (342 mg, 40%) as a pale yellow/orange oil. 1H NMR (400 MHz, DMSO) δ 7.98 (br s, 1H), 7.25 (m, 4H), 7.08 (m, 2H), 4.26 (s, 2H), 2.75 (s, 3H). LCMS (m/z, Met... Starting materials: N1(CCCCCC1)CC=1C=C2CC[C@@H](CC2=CC1)NC(=O)C1=NC=C(C=C1)O (5-hydroxypyridine-2-carboxylic acid ((S)-6-azepan-1-ylmethyl-1,2,3,4-tetrahydronaphthalen-2-yl)amide), O1[C@@H](CCC1)COS(=O)(=O)C (methanesulfonic acid (S)-1-(tetrahydrofuran-2-yl)methyl ester). Yields the product N1(CCCCCC1)CC=1C=C2CC[C@@H](CC2=CC1)NC(=O)C1=NC=C(C=C1)OC[C@H]1OCCC1 (5-[(S)-1-(Tetrahydrofuran-2-yl)methoxy]pyridine-2-carboxylic acid ((S)-6-azepan-1-ylmethyl-1,2,3,4-tetrahydronaphthalen-2-yl)amide). RXN SMILES: [N:1]1([CH2:8][C:9]2[CH:10]=[C:11]3[C:16](=[CH:17][CH:18]=2)[CH2:15][C@@H:14]([NH:19][C:20]([C:22]2[CH:27]=[CH:26][C:25]([OH:28])=[CH:24][N:23]=2)=[O:21])[CH2:13][CH2:12]3)[CH2:7][CH2:6][CH2:5][CH2:4][CH2:3][CH2:2]1.[O:29]1[CH2:33][CH2:32][CH2:31][C@H:30]1[CH2:34]OS(C)(=O)=O>>[N:1]1([CH2:8][C:9]2[CH:10]=[C:11]3[C:16](=[CH:17][CH:18]=2)[CH2:15][C@@H:14]([NH:19][C:20]([C:22]2[CH:27]=[CH:26][C:25]([O:28][CH2:34][C@@H:30]4[CH2:31][CH2:32][CH2:33][O:29]4)=[CH:24][N:23]=2)=[O:21])[CH2:13][CH2:12]3)[CH2:7][CH2:6][CH2:5][CH2:4][CH2:3][CH2:2]1. Procedure: According to method F, 5-hydroxypyridine-2-carboxylic acid ((S)-6-azepan-1-ylmethyl-1,2,3,4-tetrahydronaphthalen-2-yl)amide was alkylated with methanesulfonic acid (S)-1-(tetrahydrofuran-2-yl)methyl ester (DMF, 12 h, 80° C.). The product was thus obtained with the molecular weight of 463.63 (C28H37N3O3); MS (ESI): 464 (M+H+). Starting materials: ClC(C(=O)Cl)C1=CC=CC=C1 (2-chloro-2-phenylacetyl chloride), S(O)(O)(=O)=O (sulfuric acid), ice, [N+](=O)(O)[O-] (nitric acid), C(C(=O)Cl)(=O)Cl (oxalyl chloride). The reagents and catalysts are CN(C=O)C (N,N-dimethylformamide). Solvent: C(Cl)Cl (methylene chloride), C(Cl)Cl (methylene chloride). Conditions: time 2 hour. Yields the product ClC(C(=O)Cl)C1=CC(=CC=C1)[N+](=O)[O-] (2-chloro-2-(3-nitrophenyl)acetyl chloride). The yield is 81.0%. RXN SMILES: [Cl:1][CH:2]([C:6]1[CH:11]=[CH:10][CH:9]=[CH:8][CH:7]=1)[C:3]([Cl:5])=[O:4].S(=O)(=O)(O)O.[N+:17]([O-])([OH:19])=[O:18].C(Cl)(=O)C(Cl)=O>CN(C)C=O.C(Cl)Cl>[Cl:1][CH:2]([C:6]1[CH:11]=[CH:10][CH:9]=[C:8]([N+:17]([O-:19])=[O:18])[CH:7]=1)[C:3]([Cl:5])=[O:4]. Procedure: To a methylene chloride (i000 mL) solution of 2-chloro-2-phenylacetyl chloride (50.0 grams, 0.26 mol) and concentrated sulfuric acid (100 mL) cooled in an ice bath was added dropwise fuming nitric acid (20.0 grams, 0.32 mol). The mixture was allowed to stir for two hours and then poured into ice (500 mL). The organic layer was washed with saturated sodium chloride solution (2×200 mL), dried with magnesium sulfate and filtered through a thin pad of silica gel. To this methylene chloride solution ... Starting materials: CCOC(C)=O, CC(C)(C)OC(=O)N1CCC(COC(=O)c2cc(Cl)cc([N+](=O)[O-])c2N)(c2ccc(F)cc2)CC1, [Pd]. The product is CC(C)(C)OC(=O)N1CCC(COC(=O)c2cc(Cl)cc(N)c2N)(c2ccc(F)cc2)CC1. As a reaction SMILES: [CH3:36][CH2:37][O:38][C:39](=[O:40])[CH3:41].[NH2:1][c:2]1[c:3]([C:4](=[O:5])[O:6][CH2:7][C:8]2([c:21]3[cH:22][cH:23][c:24]([F:27])[cH:25][cH:26]3)[CH2:9][CH2:10][N:11]([C:14](=[O:15])[O:16][C:17]([CH3:18])([CH3:19])[CH3:20])[CH2:12][CH2:13]2)[cH:28][c:29]([Cl:35])[cH:30][c:31]1[N+:32]([O-:33])=[O:34].[Pd:42]>>[NH2:1][c:2]1[c:3]([C:4](=[O:5])[O:6][CH2:7][C:8]2([c:21]3[cH:22][cH:23][c:24]([F:27])[cH:25][cH:26]3)[CH2:9][CH2:10][N:11]([C:14](=[O:15])[O:16][C:17]([CH3:18])([CH3:19])[CH3:20])[CH2:12][CH2:13]2)[cH:28][c:29]([Cl:35])[cH:30][c:31]1[NH2:32].